Dataset: the Open Reaction Database (ORD), a public repository of structured organic reaction records. Task: describe an organic reaction: reactants, conditions, products, and yield The reactants are FC(F)(F)c1ccc(Br)cc1Cl, O=C1NCCC12CCN(S(=O)(=O)c1ccccc1Cl)CC2. Yields the product O=C1N(c2ccc(C(F)(F)F)c(Cl)c2)CCC12CCN(S(=O)(=O)c1ccccc1Cl)CC2. As a reaction SMILES: [Br:22][c:23]1[cH:24][c:25]([Cl:33])[c:26]([C:29]([F:30])([F:31])[F:32])[cH:27][cH:28]1.[Cl:1][c:2]1[c:3]([S:8](=[O:9])(=[O:10])[N:11]2[CH2:12][CH2:13][C:14]3([CH2:15][CH2:16][NH:17][C:18]3=[O:19])[CH2:20][CH2:21]2)[cH:4][cH:5][cH:6][cH:7]1>>[Cl:1][c:2]1[c:3]([S:8](=[O:9])(=[O:10])[N:11]2[CH2:12][CH2:13][C:14]3([CH2:15][CH2:16][N:17]([c:23]4[cH:24][c:25]([Cl:33])[c:26]([C:29]([F:30])([F:31])[F:32])[cH:27][cH:28]4)[C:18]3=[O:19])[CH2:20][CH2:21]2)[cH:4][cH:5][cH:6][cH:7]1.